This data is from the Open Reaction Database (ORD), a public repository of structured organic reaction records. The task is: describe an organic reaction: reactants, conditions, products, and yield The reactants are [Al+3], Cc1cc2cccc([N+](=O)[O-])c2o1, [Cl-], [Cl-], [Cl-], ClCCl, O=C(C(F)(F)F)C(F)(F)F, O=C(C(F)(F)F)C(F)(F)F, O, O, O, O=S(=O)(O)O. Product: Cc1oc2c([N+](=O)[O-])cccc2c1C(O)(C(F)(F)F)C(F)(F)F. Reaction SMILES: [Al+3:15].[CH3:1][c:2]1[cH:3][c:4]2[c:5]([o:6]1)[c:7]([N+:11](=[O:12])[O-:13])[cH:8][cH:9][cH:10]2.[Cl-:14].[Cl-:16].[Cl-:17].[Cl:46][CH2:47][Cl:48].[F:18][C:19]([F:20])([F:21])[C:22](=[O:23])[C:24]([F:25])([F:26])[F:27].[F:31][C:32]([F:33])([F:34])[C:35]([C:36]([F:37])([F:38])[F:39])=[O:40].[OH2:28].[OH2:29].[OH2:30].[S:41](=[O:42])(=[O:43])([OH:44])[OH:45]>>[CH3:1][c:2]1[c:3]([C:22]([C:19]([F:18])([F:20])[F:21])([OH:23])[C:24]([F:25])([F:26])[F:27])[c:4]2[c:5]([o:6]1)[c:7]([N+:11](=[O:12])[O-:13])[cH:8][cH:9][cH:10]2. The reactants are C(CC)N1CCC2=C(CC1)C=C(S2)C(=O)OCC (ethyl 5,6,7,8-tetrahydro-6-propyl-4H-thieno[2,3-d]azepine-2-carboxylate), O.NN (hydrazine hydrate). Solvent: C(C)O (ethyl alcohol). Yields the product C(CC)N1CCC2=C(CC1)C=C(S2)C(=O)NN (5,6,7,8-tetrahydro-6-propyl-4H-thieno[2,3-d]azepine-2-carboxylic acid hydrazide). Reaction SMILES: [CH2:1]([N:4]1[CH2:10][CH2:9][C:8]2[CH:11]=[C:12]([C:14]([O:16]CC)=O)[S:13][C:7]=2[CH2:6][CH2:5]1)[CH2:2][CH3:3].O.[NH2:20][NH2:21]>C(O)C>[CH2:1]([N:4]1[CH2:10][CH2:9][C:8]2[CH:11]=[C:12]([C:14]([NH:20][NH2:21])=[O:16])[S:13][C:7]=2[CH2:6][CH2:5]1)[CH2:2][CH3:3] |f:1.2|. Procedure details: 13.0 gm (0.0486 mol) of ethyl 5,6,7,8-tetrahydro-6-propyl-4H-thieno[2,3-d]azepine-2-carboxylate were dissolved in 15 ml of absolute ethyl alcohol, and the solution was refluxed for 3 hours with 14 ml (0.23 mol) of 80% hydrazine hydrate. After cooling, the mixture was concentrated by evaporation in vacuo, and the residue was recrystallized from isopropyl alcohol.